This data is from the Open Reaction Database (ORD), a public repository of structured organic reaction records. The task is: describe an organic reaction: reactants, conditions, products, and yield Starting materials: ClC(COC(=O)Cl)(Cl)Cl (trichloroethoxycarbonyl chloride), OCCCCCCCCCCCC(=O)OC(C1=CC=CC=C1)C1=CC=CC=C1 (benzhydryl 12-hydroxydodecanoate), N1=CC=CC=C1 (pyridine), FC(C(=O)O)(F)F (trifluoroacetic acid). The solvent is C(C)(=O)OCC (ethyl acetate), C1(=CC=CC=C1)OC (anisole), C(C)(=O)OCC (ethyl acetate). Run at time 2 hour. Yields the product ClC(COC(=O)OCCCCCCCCCCCC(=O)O)(Cl)Cl (12-Trichloroethoxycarbonyloxydodecanoic acid). Reaction SMILES: [OH:1][CH2:2][CH2:3][CH2:4][CH2:5][CH2:6][CH2:7][CH2:8][CH2:9][CH2:10][CH2:11][CH2:12][C:13]([O:15]C(C1C=CC=CC=1)C1C=CC=CC=1)=[O:14].N1C=CC=CC=1.[Cl:35][C:36]([Cl:43])([Cl:42])[CH2:37][O:38][C:39](Cl)=[O:40].FC(F)(F)C(O)=O>C(OCC)(=O)C.C1(OC)C=CC=CC=1>[Cl:35][C:36]([Cl:43])([Cl:42])[CH2:37][O:38][C:39]([O:1][CH2:2][CH2:3][CH2:4][CH2:5][CH2:6][CH2:7][CH2:8][CH2:9][CH2:10][CH2:11][CH2:12][C:13]([OH:15])=[O:14])=[O:40]. Procedure: The whole of this benzhydryl 12-hydroxydodecanoate was dissolved in 400 ml of anhydrous ethyl acetate, and 13.7 ml of pyridine were added to the resulting solution, whilst ice-cooling, after which 3.48 g of trichloroethoxycarbonyl chloride dissolved in 10 ml of ethyl acetate were added dropwise over about 15 minutes. Insoluble salts were precipitated, after which the temperature of the mixture was allowed to return to room temperature, and the mixture was then stirred for a further 2 hours. The ... The reactants are CC(NS(=O)(=O)c1ccc([N+](=O)[O-])cc1[N+](=O)[O-])c1cccc(Br)c1, OC1CCc2ccccc21, CCOC(=O)N=NC(=O)OCC, c1ccc(P(c2ccccc2)c2ccccc2)cc1, c1ccccc1. The product is CC(c1cccc(Br)c1)N(C1CCc2ccccc21)S(=O)(=O)c1ccc([N+](=O)[O-])cc1[N+](=O)[O-]. RXN SMILES: [Br:1][c:2]1[cH:3][c:4]([CH:8]([CH3:9])[NH:10][S:11](=[O:12])(=[O:13])[c:14]2[c:15]([N+:23](=[O:24])[O-:25])[cH:16][c:17]([N+:20](=[O:21])[O-:22])[cH:18][cH:19]2)[cH:5][cH:6][cH:7]1.[CH:26]1([OH:35])[CH2:27][CH2:28][c:29]2[cH:30][cH:31][cH:32][cH:33][c:34]21.[O:55]=[C:56]([O:57][CH2:58][CH3:59])[N:60]=[N:61][C:62]([O:63][CH2:64][CH3:65])=[O:66].[c:36]1([P:37]([c:38]2[cH:39][cH:40][cH:41][cH:42][cH:43]2)[c:44]2[cH:45][cH:46][cH:47][cH:48][cH:49]2)[cH:50][cH:51][cH:52][cH:53][cH:54]1.[cH:67]1[cH:68][cH:69][cH:70][cH:71][cH:72]1>>[Br:1][c:2]1[cH:3][c:4]([CH:8]([CH3:9])[N:10]([S:11](=[O:12])(=[O:13])[c:14]2[c:15]([N+:23](=[O:24])[O-:25])[cH:16][c:17]([N+:20](=[O:21])[O-:22])[cH:18][cH:19]2)[CH:26]2[CH2:27][CH2:28][c:29]3[cH:30][cH:31][cH:32][cH:33][c:34]32)[cH:5][cH:6][cH:7]1. Reactants: O=P12OP3(=O)OP(=O)(O1)OP(=O)(O2)O3 (P2O5), CO.CCOCC (methanol ether), COC(=O)CNC(C1=CN=CC=C1)=O (N-Methoxycarbonylmethyl-nicotinamide), C([O-])([O-])=O.[Na+].[Na+] (sodium carbonate). Solvent: C(Cl)(Cl)Cl (chloroform), C(Cl)(Cl)Cl (chloroform), O (water). The product is COC1=CN=C(O1)C=1C=NC=CC1 (5-Methoxy-2-(3-pyridyl)-oxazole). As a reaction SMILES: [CH3:1][O:2][C:3]([CH2:5][NH:6][C:7](=[O:14])[C:8]1[CH:13]=[CH:12][CH:11]=[N:10][CH:9]=1)=O.O=P12OP3(OP(OP(O3)(O1)=O)(=O)O2)=O.C(=O)([O-])[O-].[Na+].[Na+].CO.CCOCC>C(Cl)(Cl)Cl.O>[CH3:1][O:2][C:3]1[O:14][C:7]([C:8]2[CH:9]=[N:10][CH:11]=[CH:12][CH:13]=2)=[N:6][CH:5]=1 |f:2.3.4,5.6|. Reported procedure: A solution of 19.0 g (0.100 mol) of 77 in 300 ml of dry chloroform was refluxed under vigorous stirring with 40 g of P2O5 for 24 h. The mixture was filtered after cooling. The filtrate was evaporated in vacuo leaving a red oil. The precipitate was dissolved in water at 0°-5° C. and the aqueous solution made basic with sodium carbonate. Extraction with 3×200 ml of dichloromethane, drying of the combined organic phases over magnesium sulphate, and removal of the solvent in vacuo gave a red oil whi... Reactants: Cc1cnc(Br)c([N+](=O)[O-])c1, CC(=O)O, CCOC(C)=O. The product is Cc1cnc(Br)c(N)c1. As a reaction SMILES: [Br:1][c:2]1[n:3][cH:4][c:5]([CH3:11])[cH:6][c:7]1[N+:8]([O-:9])=[O:10].[C:12]([OH:13])(=[O:14])[CH3:15].[CH3:16][CH2:17][O:18][C:19]([CH3:20])=[O:21]>>[Br:1][c:2]1[n:3][cH:4][c:5]([CH3:11])[cH:6][c:7]1[NH2:8]. The reactants are [N+](=O)([O-])C1CC=2C=3C(NCC3C=CC2OC1)=O (8-nitro-2,3,8,9-tetrahydropyrano[3,2-e]isoindol-1(7H)-one), C1CCOC1 (THF), O.NN (hydrazine monohydrate). Reagents/catalysts: [Ni] (Raney-Nickel). Run in CCO (EtOH). Run at time 4 hour. Product: NC1CC=2C=3C(NCC3C=CC2OC1)=O (8-amino-2,3,8,9-tetrahydropyrano[3,2-e]isoindol-1(7H)-one). Isolated yield 68.8%. As a reaction SMILES: [N+:1]([CH:4]1[CH2:16][O:15][C:14]2[CH:13]=[CH:12][C:11]3[CH2:10][NH:9][C:8](=[O:17])[C:7]=3[C:6]=2[CH2:5]1)([O-])=O.C1COCC1.O.NN>CCO.[Ni]>[NH2:1][CH:4]1[CH2:16][O:15][C:14]2[CH:13]=[CH:12][C:11]3[CH2:10][NH:9][C:8](=[O:17])[C:7]=3[C:6]=2[CH2:5]1 |f:2.3|. Procedure details: To a solution of 8-nitro-2,3,8,9-tetrahydropyrano[3,2-e]isoindol-1(7H)-one ((69), 700 mg, 2.99 mmol) in EtOH (35 ml)/THF (5 ml) was added hydrazine monohydrate (1.65 ml, 34 mmol), followed by addition of Raney-Nickel (50 mg). The reaction mixture was stirred for 4 hr. The catalyst residue was filtered under vacuum and organic solution was concentrated in vacuo to give the title compound as a solid (420 mg, 69%). MS (ES) m/z 205.1 Reactants: N(=O)[O-].[Na+] (sodium nitrite), [Cu]C#N (copper(I) cyanide), [C-]#N.[K+] (potassium cyanide), S(O)(O)(=O)=O (sulfuric acid), NC1=C(C=C(C=C1)N1C(C2=CC=CC=C2C1=O)=O)S(F)(F)(F)(F)F (2-(4-amino-3-pentafluorosulfanylphenyl)isoindole-1,3-dione). The solvent is O (water), O (water), O (water), C(C)(=O)O (acetic acid). Run at temperature 0 celsius, time 10 minute. The product is O=C1N(C(C2=CC=CC=C12)=O)C1=CC(=C(C#N)C=C1)S(F)(F)(F)(F)F (4-(1,3-Dioxo-1,3-dihydroisoindol-2-yl)-2-pentafluorosulfanylbenzonitrile). As a reaction SMILES: S(=O)(=O)(O)O.N[C:7]1[CH:12]=[CH:11][C:10]([N:13]2[C:21](=[O:22])[C:20]3[C:15](=[CH:16][CH:17]=[CH:18][CH:19]=3)[C:14]2=[O:23])=[CH:9][C:8]=1[S:24]([F:29])([F:28])([F:27])([F:26])[F:25].N([O-])=O.[Na+].[Cu][C:35]#[N:36].[C-]#N.[K+]>C(O)(=O)C.O>[O:22]=[C:21]1[C:20]2[C:15](=[CH:16][CH:17]=[CH:18][CH:19]=2)[C:14](=[O:23])[N:13]1[C:10]1[CH:11]=[CH:12][C:7]([C:35]#[N:36])=[C:8]([S:24]([F:27])([F:29])([F:26])([F:25])[F:28])[CH:9]=1 |f:2.3,5.6|. Procedure: 0.46 ml (8.24 mmol) of semiconcentrated sulfuric acid was slowly added dropwise at 0° C. to a solution of 1 g (2.74 mmol) of 2-(4-amino-3-pentafluorosulfanylphenyl)isoindole-1,3-dione (prepared in example 5) in acetic acid. The mixture was stirred at 0° C. for 10 min; then a solution of 189.4 mg of sodium nitrite in 2 ml of water was slowly added dropwise with stirring, and the resulting solution was stirred at 0° C. for 30 min. This solution was finally added dropwise to a solution, cooled to 0... RXN SMILES: [CH3:1][C:2]1[N:12]=[CH:11][C:5]2[N:6]=[CH:7][NH:8][C:9](=O)[C:4]=2[CH:3]=1.C1(P(C2C=CC=CC=2)C2C=CC=CC=2)C=CC=CC=1.C(Cl)(Cl)(Cl)[Cl:33].[OH:37][C:38]1[CH:44]=[CH:43][C:41]([NH2:42])=[CH:40][C:39]=1[I:45]>ClCCCl>[ClH:33].[I:45][C:39]1[CH:40]=[C:41]([NH:42][C:9]2[C:4]3[CH:3]=[C:2]([CH3:1])[N:12]=[CH:11][C:5]=3[N:6]=[CH:7][N:8]=2)[CH:43]=[CH:44][C:38]=1[OH:37] |f:5.6|. Product: Cl.IC1=C(C=CC(=C1)NC=1C2=C(N=CN1)C=NC(=C2)C)O (2-Iodo-4-(6-methyl-pyrido[3,4-d]pyrimidin-4-ylamino)-phenol hydrochloride). Run at temperature 60 celsius. Run in ClCCCl (1,2-dichloroethane). Starting materials: OC1=C(C=C(N)C=C1)I (4-hydroxy-3-iodo-aniline), CC1=CC2=C(N=CNC2=O)C=N1 (6-Methyl-pyrido[3,4-d]pyrimid-4-one), C1(=CC=CC=C1)P(C1=CC=CC=C1)C1=CC=CC=C1 (triphenylphosphine), C(Cl)(Cl)(Cl)Cl (CCl4). Procedure details: 6-Methyl-pyrido[3,4-d]pyrimid-4-one (161 mg, 1.00 mmol) was added to polymer-supported triphenylphosphine (1.66 g of about 3 mmol P/g polymer; 5.0 mmol) along with CCl4 (1.54 g, 10.0 mmol) in 1,2-dichloroethane (6 mL). The reaction mixture was heated to 60° C. for 2 hours and then the resin was filtered and washed with 1,2-dichloroethane. The filtrate was collected in a flask containing 4-hydroxy-3-iodo-aniline (0.235 g, 1.00 mmol) and concentrated to 5 mL by evaporation. After 12 hours reflux u... The reactants are ClC(Cl)(OC(OC(Cl)(Cl)Cl)=O)Cl (triphosgene), C(O)([O-])=O.[Na+] (sodium hydrogencarbonate), COC=1C=C2C(=CC=NC2=CC1OC)OC1=CC(=C(N)C=C1)F (4-[(6,7-Dimethoxy-4-quinolyl)oxy]-2-fluoroaniline), Cl.C(C)N (ethylamine hydrochloride). Solvent: C1(=CC=CC=C1)C (toluene), C(C)N(CC)CC (triethylamine), C1(=CC=CC=C1)C (toluene). Product: COC=1C=C2C(=CC=NC2=CC1OC)OC1=CC(=C(C=C1)NC(=O)NCC)F (N-{4-[(6,7-Dimethoxy-4-quinolyl)oxy]-2-fluorophenyl}-N′-ethylurea). The yield is 114.7%. As a reaction SMILES: [CH3:1][O:2][C:3]1[CH:4]=[C:5]2[C:10](=[CH:11][C:12]=1[O:13][CH3:14])[N:9]=[CH:8][CH:7]=[C:6]2[O:15][C:16]1[CH:22]=[CH:21][C:19]([NH2:20])=[C:18]([F:23])[CH:17]=1.ClC(Cl)(O[C:28](=[O:34])OC(Cl)(Cl)Cl)Cl.Cl.[CH2:37]([NH2:39])[CH3:38].C(=O)([O-])O.[Na+]>C1(C)C=CC=CC=1.C(N(CC)CC)C>[CH3:1][O:2][C:3]1[CH:4]=[C:5]2[C:10](=[CH:11][C:12]=1[O:13][CH3:14])[N:9]=[CH:8][CH:7]=[C:6]2[O:15][C:16]1[CH:22]=[CH:21][C:19]([NH:20][C:28]([NH:39][CH2:37][CH3:38])=[O:34])=[C:18]([F:23])[CH:17]=1 |f:2.3,4.5|. Procedure: 4-[(6,7-Dimethoxy-4-quinolyl)oxy]-2-fluoroaniline (100 mg) was dissolved in toluene (8 ml) and triethylamine (1.0 ml) with heating, and a solution of triphosgene (47 mg) in toluene (1.0 ml) was then added to the solution. The mixture was heated under reflux for 5 min. Next, ethylamine hydrochloride (60 mg) was added to the reaction solution, and the mixture was heated under reflux for additional 5 hr. A saturated aqueous sodium hydrogencarbonate solution was added to the reaction solution, and t... Reactants: [Cl-].[Na+] (Sodium chloride), C(=O)C=C (acrolein), C1=C(C=C(C(=C1O)O)O)C(=O)OC=2C=C(C=C(C2O)O)C(=O)OC[C@@H]3[C@H]([C@@H]([C@H]([C@@H](O3)OC(=O)C=4C=C(C(=C(C4)OC(=O)C=5C=C(C(=C(C5)O)O)O)O)O)OC(=O)C=6C=C(C(=C(C6)OC(=O)C=7C=C(C(=C(C7)O)O)O)O)O)OC(=O)C=8C=C(C(=C(C8)OC(=O)C=9C=C(C(=C(C9)O)O)O)O)O)OC(=O)C=1C=C(C(=C(C1)OC(=O)C=1C=C(C(=C(C1)O)O)O)O)O (tannic acid), Polyacrylic acid, [Cl-].[Na+] (sodium chloride). Reagents/catalysts: S(O)(O)(=O)=O (sulfuric acid). Run in O (water), O (water), O (water). Conditions: temperature 50 celsius. The product is C(=C)C1=C(C=CC=C1)C=C (divinylbenzene), C=COCCOCCOC=C (diethyleneglycoldivinylether), bis-t-butylcyclohexyl percarbonate. The yield is 81.1%. As a reaction SMILES: [Cl-].[Na+].[CH:3]1[C:8](O)=[C:7](O)[C:6](O)=[CH:5][C:4]=1[C:12](OC1C=[C:17]([C:23]([O:25][CH2:26][C@H:27]2[O:32][C@@H:31](OC(C3C=C(O)C(O)=C(OC(C4C=C(O)C(O)=C(O)C=4)=O)C=3)=O)[C@H:30]([O:56][C:57]([C:59]3C=C(O)C(O)=C(OC(C4C=C(O)C(O)=C(O)C=4)=O)C=3)=O)[C@@H](OC(C3C=C(O)C(O)=C(OC(C4C=C(O)C(O)=C(O)C=4)=O)C=3)=O)[C@@H]2OC(C2C=C(O)C(O)=C(OC(C3C=C(O)C(O)=C(O)C=3)=O)C=2)=O)=O)C=C(O)C=1O)=O.[CH:125]([CH:127]=[CH2:128])=O>S(=O)(=O)(O)O.O>[CH:127]([C:125]1[CH:12]=[CH:4][CH:3]=[CH:8][C:7]=1[CH:6]=[CH2:5])=[CH2:128].[CH2:59]=[CH:57][O:56][CH2:30][CH2:31][O:32][CH2:27][CH2:26][O:25][CH:23]=[CH2:17] |f:0.1|. Procedure details: Sodium chloride (116 g), 4 drops concentrated sulfuric acid and 150 g of water are added to a 1-liter flask containing an efficient two-tiered stirrer, condenser, and nitrogen inlet tube. Polyacrylic acid dispersant, such as 5 gm of Primafloc C-7 available from Rohm and Haas Company, is then added to a solution containing a 0.1 g tannic acid dissolved in 136 g of water. This solution is then added to the stirred flask containing sodium chloride. This aqueous phase is then sparged with nitrogen. ... The reactants are C1(=CC=CC=C1)C(N1CCN(CC1)CCCO)C1=CC=CC=C1 (4-(diphenylmethyl)-1-piperazinepropanol), [H-].[Na+] (sodium hydride), ClC=1C=CC=2N(N1)C=C(N2)OC (6-chloro-2-methoxyimidazo[1,2-b]pyridazine), ice water, [Cl-].[Na+] (sodium chloride). Solvent: CN(C=O)C (N,N-dimethylformamide). Reaction conditions: temperature 60 celsius, time 30 minute. Yields the product C1(=CC=CC=C1)C(N1CCN(CC1)CCCOC=1C=CC=2N(N1)C=C(N2)OC)C2=CC=CC=C2 (6-[3-[4-(Diphenylmethyl)-1-piperazinyl]propoxy]-2-methoxyimidazo[1,2-b]pyridazine). Yield: 26.8%. RXN SMILES: [C:1]1([CH:7]([C:18]2[CH:23]=[CH:22][CH:21]=[CH:20][CH:19]=2)[N:8]2[CH2:13][CH2:12][N:11]([CH2:14][CH2:15][CH2:16][OH:17])[CH2:10][CH2:9]2)[CH:6]=[CH:5][CH:4]=[CH:3][CH:2]=1.[H-].[Na+].Cl[C:27]1[CH:28]=[CH:29][C:30]2[N:31]([CH:33]=[C:34]([O:36][CH3:37])[N:35]=2)[N:32]=1.[Cl-].[Na+]>CN(C)C=O>[C:18]1([CH:7]([C:1]2[CH:2]=[CH:3][CH:4]=[CH:5][CH:6]=2)[N:8]2[CH2:9][CH2:10][N:11]([CH2:14][CH2:15][CH2:16][O:17][C:27]3[CH:28]=[CH:29][C:30]4[N:31]([CH:33]=[C:34]([O:36][CH3:37])[N:35]=4)[N:32]=3)[CH2:12][CH2:13]2)[CH:23]=[CH:22][CH:21]=[CH:20][CH:19]=1 |f:1.2,4.5|. Procedure details: 251 mg of 4-(diphenylmethyl)-1-piperazinepropanol was dissolved in 14 ml of N,N-dimethylformamide; 36 mg of a 60% sodium hydride dispersion in mineral oil was added, followed by stirring at 60° C. for 30 minutes. After cooling, 149 mg of 6-chloro-2-methoxyimidazo[1,2-b]pyridazine was added, followed by stirring at 90° C. for 4.5 hours. After cooling, ice water and sodium chloride were added, followed by extraction with ethyl acetate-tetrahydrofuran (1:2); the extract was washed with saturated sa...